The task is: describe an organic reaction: reactants, conditions, products, and yield. This data is from the Open Reaction Database (ORD), a public repository of structured organic reaction records. Procedure details: 3-Fluorophenol (8.9 g, 79.5 mmol) and 3-bromopropionic acid (12.24 g, 80.0 mmol) were placed in a flask. A solution of NaOH (6.7 g, 167 mmol) in 20 mL water was added slowly to the flask. The reaction mixture was heated to reflux for two hours and then cooled to room temperature and partitioned between ethyl acetate and water. The organic layer was dried over MgSO4, and solvent was evaporated under reduced pressure to give 4.57 g (25 mmol, 31.4%) of 3-(3-fluoro-phenoxy)-propionic acid. MS: 185 (... Starting materials: FC=1C=C(C=CC1)O (3-Fluorophenol), BrCCC(=O)O (3-bromopropionic acid), [OH-].[Na+] (NaOH). Reaction SMILES: [F:1][C:2]1[CH:3]=[C:4]([OH:8])[CH:5]=[CH:6][CH:7]=1.Br[CH2:10][CH2:11][C:12]([OH:14])=[O:13].[OH-].[Na+]>O>[F:1][C:2]1[CH:3]=[C:4]([CH:5]=[CH:6][CH:7]=1)[O:8][CH2:10][CH2:11][C:12]([OH:14])=[O:13] |f:2.3|. The solvent is O (water). Yields the product FC=1C=C(OCCC(=O)O)C=CC1 (3-(3-fluoro-phenoxy)-propionic acid). The yield is 31.4%. Starting materials: C[O-], CO, CC(=O)OC1CCc2ccc(NC(=O)N3CCCC3)cc2C1NC(=O)c1ccc(Cl)c(Cl)c1, [Na+]. Yields the product O=C(NC1c2cc(NC(=O)N3CCCC3)ccc2CCC1O)c1ccc(Cl)c(Cl)c1. As a reaction SMILES: [CH3:34][O-:35].[CH3:37][OH:38].[Cl:1][c:2]1[cH:3][c:4]([C:5](=[O:6])[NH:7][CH:8]2[CH:9]([O:26][C:27](=[O:28])[CH3:29])[CH2:10][CH2:11][c:12]3[cH:13][cH:14][c:15]([NH:18][C:19](=[O:20])[N:21]4[CH2:22][CH2:23][CH2:24][CH2:25]4)[cH:16][c:17]32)[cH:30][cH:31][c:32]1[Cl:33].[Na+:36]>>[Cl:1][c:2]1[cH:3][c:4]([C:5](=[O:6])[NH:7][CH:8]2[CH:9]([OH:26])[CH2:10][CH2:11][c:12]3[cH:13][cH:14][c:15]([NH:18][C:19](=[O:20])[N:21]4[CH2:22][CH2:23][CH2:24][CH2:25]4)[cH:16][c:17]32)[cH:30][cH:31][c:32]1[Cl:33]. The reactants are O=C1NC2(CO1)c1cc(Br)ccc1Oc1ccc(I)cc12, [K+], [OH-]. Reaction SMILES: [Br:1][c:2]1[cH:3][c:4]2[c:5]([cH:6][cH:7]1)[O:8][c:9]1[cH:10][cH:11][c:12]([I:21])[cH:13][c:14]1[C:15]21[NH:16][C:17](=[O:20])[O:18][CH2:19]1.[K+:23].[OH-:22]>>[Br:1][c:2]1[cH:3][c:4]2[c:5]([cH:6][cH:7]1)[O:8][c:9]1[cH:10][cH:11][c:12]([I:21])[cH:13][c:14]1[C:15]2([NH2:16])[CH2:19][OH:18]. Product: NC1(CO)c2cc(Br)ccc2Oc2ccc(I)cc21. The reactants are O (H2O), O (H2O), Cl.NO (hydroxylamine hydrochloride), C([O-])([O-])=O.[Na+].[Na+] (sodium carbonate), COC1=CC=C(C=C1)CCCCCCCCC(=O)Cl (9(4-methoxyphenyl)nonanoyl chloride). The solvent is C(Cl)Cl (CH2Cl2). Run at time 72 hour. Product: COC1=CC=C(C=C1)CCCCCCCCC(=O)NO (9(4-Methoxyphenyl)nonanohydroxamic acid). As a reaction SMILES: Cl.[NH2:2][OH:3].C(=O)([O-])[O-].[Na+].[Na+].[CH3:10][O:11][C:12]1[CH:17]=[CH:16][C:15]([CH2:18][CH2:19][CH2:20][CH2:21][CH2:22][CH2:23][CH2:24][CH2:25][C:26](Cl)=[O:27])=[CH:14][CH:13]=1.O>C(Cl)Cl>[CH3:10][O:11][C:12]1[CH:17]=[CH:16][C:15]([CH2:18][CH2:19][CH2:20][CH2:21][CH2:22][CH2:23][CH2:24][CH2:25][C:26]([NH:2][OH:3])=[O:27])=[CH:14][CH:13]=1 |f:0.1,2.3.4|. Reported procedure: To a cold stirring suspension of 1 gm hydroxylamine hydrochloride and 1.3 gm sodium carbonate in 25 ml CH2Cl2 was added dropwise 1.58 gms 9(4-methoxyphenyl)nonanoyl chloride over a period of 15 min. The mixture was then stirred in the cold for a further 45 min, then 1.5 ml H2O was added, the mixture was allowed to warm up to room temperature, and stirring was continued for 72 hrs. The precipitated solid was filtered, washed with water, and crystallized twice from CH2Cl2 to give A. The filtrate f... The reactants are C1(=CC=CC=C1)N1N=C(C(=C1)CC1CCCCC(N1)=O)C(F)(F)F (hexahydro-7-[[1-phenyl-3-(trifluoromethyl)-1H-pyrazol-4-yl]methyl]-2H-azepin-2-one), F[B-](F)(F)F.C[O+](C)C (trimethyloxonium tetrafluoroborate). Yields the product COC=1CCCCC(N1)CC=1C(=NN(C1)C1=CC=CC=C1)C(F)(F)F (3,4,5,6-tetrahydro-7-methoxy-2-[[1-phenyl-3-(trifluoromethyl)-1H-pyrazol-4-yl]methyl]-2H-azepine). RXN SMILES: [C:1]1([N:7]2[CH:11]=[C:10]([CH2:12][CH:13]3[NH:19][C:18](=[O:20])[CH2:17][CH2:16][CH2:15][CH2:14]3)[C:9]([C:21]([F:24])([F:23])[F:22])=[N:8]2)[CH:6]=[CH:5][CH:4]=[CH:3][CH:2]=1.F[B-](F)(F)F.[CH3:30][O+](C)C>>[CH3:30][O:20][C:18]1[CH2:17][CH2:16][CH2:15][CH2:14][CH:13]([CH2:12][C:10]2[C:9]([C:21]([F:23])([F:22])[F:24])=[N:8][N:7]([C:1]3[CH:6]=[CH:5][CH:4]=[CH:3][CH:2]=3)[CH:11]=2)[N:19]=1 |f:1.2|. Procedure details: The title material of Example 140 is reacted with trimethyloxonium tetrafluoroborate by the method of Example 3 to generate the title compound. Conditions: temperature 40 celsius, time 5 minute. The yield is 48.2%. Reagents/catalysts: [Pd] (Palladium). Reactants: C(C1=CC=CC=C1)OCC=1C(=NC=CC1C(CC(=O)O)(CC)O)OC ((−)-3-(3-benzyloxymethyl-2-methoxy-4-pyridyl)-3-hydroxy-pentanoic acid), C(=O)[O-].[NH4+] (ammonium formate), C1(CCCCC1)N=C=NC1CCCCC1 (dicyclohexylcarbodiimide), [I-].[Na+] (sodium iodide), C[Si](C)(C)Cl (trimethylsilyl chloride). Procedure details: (−)-3-(3-benzyloxymethyl-2-methoxy-4-pyridyl)-3-hydroxy-pentanoic acid (13.5 g; 39 mmol; Stage 80.b) is put in solution in 87 ml of methanol. This solution is poured under nitrogen onto 10% Palladium on damp carbon at 50% (27.7 g; 13 mmol). The reaction medium is agitated for 5 minutes, then it is poured into a solution of ammonium formate (11,5 g; 183 mmol) in 135 ml of methanol. The reaction medium is agitated for 30 minutes while allowing the temperature to rise, then it is heated at 40° C. f... The product is C(C)C1(CC(OCC=2C(NC=CC21)=O)=O)O ((+)-5-Ethyl-5-hydroxy-1,3,4,5,8,9-hexahydrooxepino[3,4-c]pyridin-3,9-dione). RXN SMILES: C(O[CH2:9][C:10]1[C:11]([O:24]C)=[N:12][CH:13]=[CH:14][C:15]=1[C:16]([OH:23])([CH2:21][CH3:22])[CH2:17][C:18]([OH:20])=[O:19])C1C=CC=CC=1.C([O-])=O.[NH4+].C1(N=C=NC2CCCCC2)CCCCC1.[I-].[Na+].C[Si](Cl)(C)C>CO.C1COCC1.[Pd].O.C(#N)C>[CH2:21]([C:16]1([OH:23])[C:15]2[CH:14]=[CH:13][NH:12][C:11](=[O:24])[C:10]=2[CH2:9][O:19][C:18](=[O:20])[CH2:17]1)[CH3:22] |f:1.2,4.5|. The solvent is O (water), C(C)#N (acetonitrile), C1CCOC1 (THF), CO (methanol), C1CCOC1 (THF), CO (methanol). Starting materials: FC=1C=C(C=C(C1)F)CC(=O)O (3,5-difluorophenylacetic acid), N[C@@H](C)C(=O)C1(C(N(C2=C(C(=N1)C1=CC=CC=C1)C=C(C=C2)Cl)C)=O)N (3-(L-Alaninyl)-amino-7-chloro-2,3-dihydro-1-methyl-5-phenyl-1H-1,4-benzodiazepin-2-one). The product is FC=1C=C(C=C(C1)F)CC(=O)N[C@@H](C)C(=O)C1(C(N(C2=C(C(=N1)C1=CC=CC=C1)C=C(C=C2)Cl)C)=O)N (3-[N′-(3,5-Difluorophenylacetyl)-L-alaninyl]-amino-7-chloro-2,3-dihydro-1-methyl-5-phenyl-1H-1,4-benzodiazepin-2-one). Reaction SMILES: [F:1][C:2]1[CH:3]=[C:4]([CH2:9][C:10]([OH:12])=O)[CH:5]=[C:6]([F:8])[CH:7]=1.[NH2:13][C@H:14]([C:16]([C:18]1([NH2:38])[N:24]=[C:23]([C:25]2[CH:30]=[CH:29][CH:28]=[CH:27][CH:26]=2)[C:22]2[CH:31]=[C:32]([Cl:35])[CH:33]=[CH:34][C:21]=2[N:20]([CH3:36])[C:19]1=[O:37])=[O:17])[CH3:15]>>[F:8][C:6]1[CH:5]=[C:4]([CH2:9][C:10]([NH:13][C@H:14]([C:16]([C:18]2([NH2:38])[N:24]=[C:23]([C:25]3[CH:26]=[CH:27][CH:28]=[CH:29][CH:30]=3)[C:22]3[CH:31]=[C:32]([Cl:35])[CH:33]=[CH:34][C:21]=3[N:20]([CH3:36])[C:19]2=[O:37])=[O:17])[CH3:15])=[O:12])[CH:3]=[C:2]([F:1])[CH:7]=1. Reported procedure: Following General Procedure D above using 3,5-difluorophenylacetic acid (Oakwood Products, Inc.) and 3-(L-alaninyl)-amino-7-chloro-2,3-dihydro-1-methyl-5-phenyl-1H-1,4-benzodiazepin-2-one (Example 8-C), the title compound was prepared as a white solid having a melting point of 126.5-130° C. Reactants: O=C([O-])[O-], CC1CN(S(=O)(=O)c2ccccc2[N+](=O)[O-])CCN1C(=O)C(C)(O)C(F)(F)F, [K+], [K+], CN(C)C=O, Sc1ccccc1. Product: CC1CNCCN1C(=O)C(C)(O)C(F)(F)F. RXN SMILES: [C:36](=[O:37])([O-:38])[O-:39].[CH3:1][CH:2]1[N:3]([C:20]([C:21]([C:22]([F:23])([F:24])[F:25])([CH3:26])[OH:27])=[O:28])[CH2:4][CH2:5][N:6]([S:8]([c:9]2[cH:10][cH:11][cH:12][cH:13][c:14]2[N+:15]([O-:16])=[O:17])(=[O:18])=[O:19])[CH2:7]1.[K+:40].[K+:41].[O:42]=[CH:43][N:44]([CH3:45])[CH3:46].[SH:29][c:30]1[cH:31][cH:32][cH:33][cH:34][cH:35]1>>[CH3:1][CH:2]1[N:3]([C:20]([C:21]([C:22]([F:23])([F:24])[F:25])([CH3:26])[OH:27])=[O:28])[CH2:4][CH2:5][NH:6][CH2:7]1. Starting materials: CN1CC2=C(C(CC1)O)C=CC(=C2)C=2N=NC=CC2 (2-methyl-8-(pyridazin-3-yl)-2,3,4,5-tetrahydro-1H-benzo[c]azepin-5-ol), FC1=CC=C(C=C1)O (4-fluorophenol), 1,1′-(azodicarboyl)dipiperidine. Solvent: C1CCOC1 (THF), ClCCl (dichloromethane). Run at time 3 hour. Yields the product CN1CC2=C(CCC1)C=CC(=C2)C=2N=NC=CC2 (2-methyl-8-(pyridazin-3-yl)-2,3,4,5-tetrahydro-1H-benzo[c]azepine). The yield is 75.3%. As a reaction SMILES: [CH3:1][N:2]1[CH2:8][CH2:7][CH:6](O)[C:5]2[CH:10]=[CH:11][C:12]([C:14]3[N:15]=[N:16][CH:17]=[CH:18][CH:19]=3)=[CH:13][C:4]=2[CH2:3]1.FC1C=CC(O)=CC=1>C1COCC1.ClCCl>[CH3:1][N:2]1[CH2:8][CH2:7][CH2:6][C:5]2[CH:10]=[CH:11][C:12]([C:14]3[N:15]=[N:16][CH:17]=[CH:18][CH:19]=3)=[CH:13][C:4]=2[CH2:3]1. Procedure details: To a solution of the 2-methyl-8-(pyridazin-3-yl)-2,3,4,5-tetrahydro-1H-benzo[c]azepin-5-ol (170 mg, 0.67) from Step H above in THF (5 mL) was added 4-fluorophenol (98 mg, 0.87 mmol), tributylphosophine (176 mg, 0.52 mmol) and 1,1′-(azodicarboyl)dipiperidine (220 mg, 0.87 mmol) at room temperature. The reaction mixture was stirred at room temperature for 3 hours. The mixture was diluted with dichloromethane and washed with water, brine, dried over sodium sulfate and concentrated. The residue was ...